From a dataset of the Open Reaction Database (ORD), a public repository of structured organic reaction records. describe an organic reaction: reactants, conditions, products, and yield The reactants are COC(C1=CC=C(C=C1)N1C=NC=C1)=O (4-(1H-imidazol-1-yl)benzoic acid methyl ester), C(C1=CC=CC=C1)N(CCN)CC1=CC=CC=C1 (N,N-dibenzylethylenediamine). Run in xylenes. Product: O.C1(=CC=CC=C1)CN(CCNC(C1=CC=C(C=C1)N1C=NC=C1)=O)CC1=CC=CC=C1.C1(=CC=CC=C1)CN(CC1=CC=CC=C1)CCNC(C1=CC=C(C=C1)N1C=NC=C1)=O (N-[2-[Bis-(phenylmethyl)amino]ethyl]-4-(1H-imidazol-1-yl)-benzamide hemihydrate). RXN SMILES: C[O:2][C:3](=[O:15])[C:4]1[CH:9]=[CH:8][C:7]([N:10]2[CH:14]=[CH:13][N:12]=[CH:11]2)=[CH:6][CH:5]=1.[CH2:16]([N:23]([CH2:27][C:28]1[CH:33]=[CH:32][CH:31]=[CH:30][CH:29]=1)[CH2:24][CH2:25][NH2:26])[C:17]1[CH:22]=[CH:21][CH:20]=[CH:19][CH:18]=1>>[OH2:2].[C:28]1([CH2:27][N:23]([CH2:16][C:17]2[CH:22]=[CH:21][CH:20]=[CH:19][CH:18]=2)[CH2:24][CH2:25][NH:26][C:3](=[O:15])[C:4]2[CH:5]=[CH:6][C:7]([N:10]3[CH:14]=[CH:13][N:12]=[CH:11]3)=[CH:8][CH:9]=2)[CH:29]=[CH:30][CH:31]=[CH:32][CH:33]=1.[C:17]1([CH2:16][N:23]([CH2:24][CH2:25][NH:26][C:3](=[O:15])[C:4]2[CH:5]=[CH:6][C:7]([N:10]3[CH:14]=[CH:13][N:12]=[CH:11]3)=[CH:8][CH:9]=2)[CH2:27][C:28]2[CH:33]=[CH:32][CH:31]=[CH:30][CH:29]=2)[CH:18]=[CH:19][CH:20]=[CH:21][CH:22]=1 |f:2.3.4|. Procedure: Heat 4.23 g (21.0 mmol) of 4-(1H-imidazol-1-yl)benzoic acid methyl ester and 5.00 g (21.0 mmol) of N,N-dibenzylethylenediamine in 10 mL of xylenes at reflux for about 48 hr. Cool the solution to room temperature. Filter to obtain crystals of the title compound. Starting materials: [BH4-].[Na+] (sodium borohydride), ClC(=O)OCC (Ethyl chloroformate), C(C)(C)(C)OC([C@H](CCC(=O)O)NC(=O)OCC[Si](C)(C)C)=O ((4S)-5-tert-butoxy-5-oxo-4-({[2-(trimethylsilyl)ethoxy]carbonyl}amino) pentanoic acid), CN1CCOCC1 (N-methylmorpholine). The solvent is C1CCOC1 (THF), O (water), C1CCOC1 (THF). Reaction conditions: temperature 0 celsius. Product: OCCC[C@H](NC(=O)OCC[Si](C)(C)C)C(=O)OC(C)(C)C (tert-Butyl 5-hydroxy-N-{[2-(trimethylsilyl)ethoxy]carbonyl}-L-norvalinate). The yield is 97.1%. As a reaction SMILES: ClC(OCC)=O.[C:7]([O:11][C:12](=[O:29])[C@@H:13]([NH:19][C:20]([O:22][CH2:23][CH2:24][Si:25]([CH3:28])([CH3:27])[CH3:26])=[O:21])[CH2:14][CH2:15][C:16](O)=[O:17])([CH3:10])([CH3:9])[CH3:8].CN1CCOCC1.[BH4-].[Na+]>C1COCC1.O>[OH:17][CH2:16][CH2:15][CH2:14][C@@H:13]([C:12]([O:11][C:7]([CH3:10])([CH3:9])[CH3:8])=[O:29])[NH:19][C:20]([O:22][CH2:23][CH2:24][Si:25]([CH3:27])([CH3:26])[CH3:28])=[O:21] |f:3.4|. Reported procedure: Ethyl chloroformate (0.441 ml, 4.59 mmol) was added slowly to a stirred solution of (4S)-5-tert-butoxy-5-oxo-4-({[2-(trimethylsilyl)ethoxy]carbonyl}amino) pentanoic acid (1.33 g, 3.83 mmol) and N-methylmorpholine (0.547 ml, 4.98 mmol) in THF (10 ml) at −20° C. A thick white solid precipitated from the solution and hindered stirring. THF (ca. 4 ml) was added to mobilise the suspension. The resulting mixture was stirred at −20° C. for 30 min, then allowed to warm slowly to 0° C. over the course of... The reactants are COC=1C=C(CC2N(CCCC3=C2C=C(C(=C3)OC)OC)C(C(=O)O)C3=CC=CC=C3)C=CC1OC ([1-(3,4-dimethoxy-benzyl)-7,8-dimethoxy-1,3,4,5-tetrahydro-benzo[c]azepin-2-yl]-phenyl-acetic acid), Cl.S1N=NC(=C1)C1=CC=C(CN)C=C1 (4-(1,2,3-thiadiazol-4-yl)benzylamine hydrochloride). Yields the product COC=1C=C(CC2N(CCCC3=C2C=C(C(=C3)OC)OC)C(C(=O)NCC3=CC=C(C=C3)C=3N=NSC3)C3=CC=CC=C3)C=CC1OC (2-[1-(3,4-Dimethoxy-benzyl)-7,8-dimethoxy-1,3,4,5-tetrahydro-benzo[c]azepin-2-yl]-2-phenyl-N-(4-[1,2,3]thiadiazol-4-yl-benzyl)-acetamide). RXN SMILES: [CH3:1][O:2][C:3]1[CH:4]=[C:5]([CH:32]=[CH:33][C:34]=1[O:35][CH3:36])[CH2:6][CH:7]1[C:13]2[CH:14]=[C:15]([O:20][CH3:21])[C:16]([O:18][CH3:19])=[CH:17][C:12]=2[CH2:11][CH2:10][CH2:9][N:8]1[CH:22]([C:26]1[CH:31]=[CH:30][CH:29]=[CH:28][CH:27]=1)[C:23](O)=[O:24].Cl.[S:38]1[CH:42]=[C:41]([C:43]2[CH:50]=[CH:49][C:46]([CH2:47][NH2:48])=[CH:45][CH:44]=2)[N:40]=[N:39]1>>[CH3:1][O:2][C:3]1[CH:4]=[C:5]([CH:32]=[CH:33][C:34]=1[O:35][CH3:36])[CH2:6][CH:7]1[C:13]2[CH:14]=[C:15]([O:20][CH3:21])[C:16]([O:18][CH3:19])=[CH:17][C:12]=2[CH2:11][CH2:10][CH2:9][N:8]1[CH:22]([C:26]1[CH:31]=[CH:30][CH:29]=[CH:28][CH:27]=1)[C:23]([NH:48][CH2:47][C:46]1[CH:45]=[CH:44][C:43]([C:41]2[N:40]=[N:39][S:38][CH:42]=2)=[CH:50][CH:49]=1)=[O:24] |f:1.2|. Reported procedure: prepared by reaction of [1-(3,4-dimethoxy-benzyl)-7,8-dimethoxy-1,3,4,5-tetrahydro-benzo[c]azepin-2-yl]-phenyl-acetic acid with 4-(1,2,3-thiadiazol-4-yl)benzylamine hydrochloride. The reactants are C1CCOC1, FC(F)(F)Oc1ccc(S)cc1, [H-], [Na+], O, Cc1ccc(S(=O)(=O)OC2CCN(C(=O)OC(C)(C)C)CC2)cc1. Product: CC(C)(C)OC(=O)N1CCC(Sc2ccc(OC(F)(F)F)cc2)CC1. Reaction SMILES: [CH2:40]1[O:41][CH2:42][CH2:43][CH2:44]1.[F:1][C:2]([O:3][c:4]1[cH:5][cH:6][c:7]([SH:10])[cH:8][cH:9]1)([F:11])[F:12].[H-:13].[Na+:14].[OH2:39].[c:15]1([CH3:16])[cH:17][cH:18][c:19]([S:20]([O:21][CH:25]2[CH2:26][CH2:27][N:28]([C:31](=[O:32])[O:33][C:34]([CH3:35])([CH3:36])[CH3:37])[CH2:29][CH2:30]2)(=[O:22])=[O:23])[cH:24][cH:38]1>>[F:1][C:2]([O:3][c:4]1[cH:5][cH:6][c:7]([S:10][CH:25]2[CH2:26][CH2:27][N:28]([C:31](=[O:32])[O:33][C:34]([CH3:35])([CH3:36])[CH3:37])[CH2:29][CH2:30]2)[cH:8][cH:9]1)([F:11])[F:12]. Product: Cl.ClC=1C=C2C=CC(=CC2=CC1)S(=O)(=O)N1CCN(CC1)C(C1=CC=C(C=C1)C1=CC(=NC=C1)CN(C)C)=O (1-[(6-Chloronaphthalen-2-yl)sulfonyl]-4-[4-[2-(dimethylaminomethyl)pyridin-4-yl]benzoyl]piperazine hydrochloride). The reactants are ClC=1C=C2C=CC(=CC2=CC1)S(=O)(=O)N1CCN(CC1)C(C1=CC=C(C=C1)C1=CC(=NC=C1)CO)=O (1-[(6-chloronaphthalen-2-yl)sulfonyl]-4-[4-(2-hydroxymethylpyridin-4-yl)benzoyl]piperazine), Cl.CNC (dimethylamine hydrochloride), C([O-])([O-])=O.[K+].[K+] (potassium carbonate). Conditions: time 24 hour. Isolated yield 44.0%. RXN SMILES: [Cl:1][C:2]1[CH:3]=[C:4]2[C:9](=[CH:10][CH:11]=1)[CH:8]=[C:7]([S:12]([N:15]1[CH2:20][CH2:19][N:18]([C:21](=[O:36])[C:22]3[CH:27]=[CH:26][C:25]([C:28]4[CH:33]=[CH:32][N:31]=[C:30]([CH2:34]O)[CH:29]=4)=[CH:24][CH:23]=3)[CH2:17][CH2:16]1)(=[O:14])=[O:13])[CH:6]=[CH:5]2.Cl.[CH3:38][NH:39][CH3:40].C(=O)([O-])[O-].[K+].[K+]>>[ClH:1].[Cl:1][C:2]1[CH:3]=[C:4]2[C:9](=[CH:10][CH:11]=1)[CH:8]=[C:7]([S:12]([N:15]1[CH2:16][CH2:17][N:18]([C:21](=[O:36])[C:22]3[CH:23]=[CH:24][C:25]([C:28]4[CH:33]=[CH:32][N:31]=[C:30]([CH2:34][N:39]([CH3:40])[CH3:38])[CH:29]=4)=[CH:26][CH:27]=3)[CH2:19][CH2:20]1)(=[O:13])=[O:14])[CH:6]=[CH:5]2 |f:1.2,3.4.5,6.7|. Reported procedure: In the same manner as in Referential Example 178, the corresponding brome compound was obtained using 1-[(6-chloronaphthalen-2-yl)sulfonyl]-4-[4-(2-hydroxymethylpyridin-4-yl)benzoyl]piperazine (300 mg). To the resulting compound, dimethylamine hydrochloride (469 mg) and potassium carbonate (795 mg) were added, followed by stirring for 24 hours. The solvent was then distilled off under reduced pressure. Ethyl acetate and water were added to the residue to separate the organic layer. The organic l... The reactants are FC(C1=C(C(=NO1)C1=CC=C(S1)C(=O)O)C)(F)F (5-(5-Trifluoromethyl-4-methyl-isoxazol-3-yl)-thiophene-2-carboxylic acid), Cl.FC(C1CNCCC1)(F)F ((±)-3-trifluoromethylpiperidine hydrochloride), solid. The product is CC=1C(=NOC1C(F)(F)F)C1=CC=C(S1)C(=O)N1CC(CCC1)C(F)(F)F ([5-(4-Methyl-5-trifluoromethyl-isoxazol-3-yl)-thiophen-2-yl]-(3-trifluoromethyl-piperidin-1-yl)-methanone). RXN SMILES: [F:1][C:2]([F:18])([F:17])[C:3]1[O:7][N:6]=[C:5]([C:8]2[S:12][C:11]([C:13]([OH:15])=O)=[CH:10][CH:9]=2)[C:4]=1[CH3:16].Cl.[F:20][C:21]([F:29])([F:28])[CH:22]1[CH2:27][CH2:26][CH2:25][NH:24][CH2:23]1>>[CH3:16][C:4]1[C:5]([C:8]2[S:12][C:11]([C:13]([N:24]3[CH2:25][CH2:26][CH2:27][CH:22]([C:21]([F:29])([F:28])[F:20])[CH2:23]3)=[O:15])=[CH:10][CH:9]=2)=[N:6][O:7][C:3]=1[C:2]([F:1])([F:18])[F:17] |f:1.2|. Procedure details: Prepared from 5-(5-Trifluoromethyl-4-methyl-isoxazol-3-yl)-thiophene-2-carboxylic acid and (±)-3-trifluoromethylpiperidine hydrochloride by the method described in Example 41. Colorless solid (123 mg, 82%). 1H NMR (CDCl3) 1.53-1.76 (m, br, 2H), 1.84-1.95 (m, br, 1H), 2.10-2.22 (m, br, 1H), 2.31-2.43 (m, br, 4H), 2.92-3.16 (m, br, 2H), 4.28-4.45 (m, br, 1H), 4.54-4.72 (m, br, 1H), 7.34 (d, J=4.0, 1H), 7.47 (d, J=4.0, 1H). 13C NMR 7.7, 23.5, 24.2, 40.5 (q, J=27), 44.0 (br), 46.3 (br), 114.5 (q, J=...